From a dataset of the Open Reaction Database (ORD), a public repository of structured organic reaction records. describe an organic reaction: reactants, conditions, products, and yield Reactants: C=Cc1ccc(CN(C)C)cc1, C[Si](C)(C)CCOCn1nc(I)c2ccc(C=O)cc21. RXN SMILES: [CH3:1][N:2]([CH2:3][c:4]1[cH:5][cH:6][c:7]([CH:10]=[CH2:11])[cH:8][cH:9]1)[CH3:12].[I:13][c:14]1[n:15][n:16]([CH2:25][O:26][CH2:27][CH2:28][Si:29]([CH3:30])([CH3:31])[CH3:32])[c:17]2[cH:18][c:19]([CH:23]=[O:24])[cH:20][cH:21][c:22]12>>[CH3:1][N:2]([CH2:3][c:4]1[cH:5][cH:6][c:7]([CH:10]=[CH:11][c:14]2[n:15][n:16]([CH2:25][O:26][CH2:27][CH2:28][Si:29]([CH3:30])([CH3:31])[CH3:32])[c:17]3[cH:18][c:19]([CH:23]=[O:24])[cH:20][cH:21][c:22]23)[cH:8][cH:9]1)[CH3:12]. Yields the product CN(C)Cc1ccc(C=Cc2nn(COCC[Si](C)(C)C)c3cc(C=O)ccc23)cc1. The reactants are FC1=C(C=CC(=C1)F)[N+](=O)[O-] (2,4-difluoro-1-nitrobenzene), Cl.C(C)N (ethylamine hydrochloride), C(=O)([O-])[O-].[K+].[K+] (K2CO3). Run in C(C)#N (acetonitrile). Reaction conditions: time 16 hour. Product: C(C)NC1=C(C=CC(=C1)F)[N+](=O)[O-] (N-Ethyl-5-fluoro-2-nitroaniline). The yield is 81447.5%. RXN SMILES: F[C:2]1[CH:7]=[C:6]([F:8])[CH:5]=[CH:4][C:3]=1[N+:9]([O-:11])=[O:10].Cl.[CH2:13]([NH2:15])[CH3:14].C([O-])([O-])=O.[K+].[K+]>C(#N)C>[CH2:13]([NH:15][C:2]1[CH:7]=[C:6]([F:8])[CH:5]=[CH:4][C:3]=1[N+:9]([O-:11])=[O:10])[CH3:14] |f:1.2,3.4.5|. Procedure details: A suspension of 2,4-difluoro-1-nitrobenzene (0.50 g, 0.003 mmol), ethylamine hydrochloride (0.49 g, 0.006 mmol), K2CO3 (1.66 g, 0.012 mmol) in acetonitrile (30 mL) was stirred at room temperature for 16 hours and then filtered. The filtrate was concentrated and dissolved in small amount of CHCl3. Purification by column chromatography on silica using pentane/diethyl ether 95:5 as eluent gave 0.45 g of a yellow solid. 1H NMR (CDCl3) δ 8.23-8.18 (m, 1H), 8.08 (br s, 1H), 6.49-6.45 (m, 1H), 6.38-6.3... The reactants are BrCCCCCBr, O=C([O-])[O-], CCO, [K+], [K+], CC(C)(CCCCOc1ccc(O)cc1)C(N)=O. The product is CC(C)(CCCCOc1ccc(OCCCCCBr)cc1)C(N)=O. As a reaction SMILES: [Br:25][CH2:26][CH2:27][CH2:28][CH2:29][CH2:30][Br:31].[C:19](=[O:20])([O-:21])[O-:22].[CH3:32][CH2:33][OH:34].[K+:23].[K+:24].[OH:1][c:2]1[cH:3][cH:4][c:5]([O:6][CH2:7][CH2:8][CH2:9][CH2:10][C:11]([C:12](=[O:13])[NH2:14])([CH3:15])[CH3:16])[cH:17][cH:18]1>>[O:1]([c:2]1[cH:3][cH:4][c:5]([O:6][CH2:7][CH2:8][CH2:9][CH2:10][C:11]([C:12](=[O:13])[NH2:14])([CH3:15])[CH3:16])[cH:17][cH:18]1)[CH2:30][CH2:29][CH2:28][CH2:27][CH2:26][Br:25]. The reactants are Nc1c(Cl)ccc2nc(Cl)ccc12, O=C(O)CC1CCC(C(F)(F)F)CC1. Product: O=C(CC1CCC(C(F)(F)F)CC1)Nc1c(Cl)ccc2nc(Cl)ccc12. As a reaction SMILES: [Cl:1][c:2]1[n:3][c:4]2[cH:5][cH:6][c:7]([Cl:13])[c:8]([NH2:12])[c:9]2[cH:10][cH:11]1.[F:14][C:15]([CH:16]1[CH2:17][CH2:18][CH:19]([CH2:22][C:23](=[O:24])[OH:25])[CH2:20][CH2:21]1)([F:26])[F:27]>>[Cl:1][c:2]1[n:3][c:4]2[cH:5][cH:6][c:7]([Cl:13])[c:8]([NH:12][C:23]([CH2:22][CH:19]3[CH2:18][CH2:17][CH:16]([C:15]([F:14])([F:26])[F:27])[CH2:21][CH2:20]3)=[O:24])[c:9]2[cH:10][cH:11]1. The reactants are CN1C2CN(CC2CO1)C(=O)OCC (ethyl 2-methyl-3-oxa-2,7-diazabicyclo[3.3.0]octane-7-carboxylate). Reagents/catalysts: [Pd] (Pd). Run in C(C)O (ethanol). Product: OCC1C(CN(C1)C(=O)OCC)NC (Ethyl 4-hydroxymethyl-3-methylaminopyrrolidine-1-carboxylate). RXN SMILES: [CH3:1][N:2]1[O:9][CH2:8][CH:7]2[CH:3]1[CH2:4][N:5]([C:10]([O:12][CH2:13][CH3:14])=[O:11])[CH2:6]2>C(O)C.[Pd]>[OH:9][CH2:8][CH:7]1[CH2:6][N:5]([C:10]([O:12][CH2:13][CH3:14])=[O:11])[CH2:4][CH:3]1[NH:2][CH3:1]. Procedure details: 10 g (50 mmol) of ethyl 2-methyl-3-oxa-2,7-diazabicyclo[3.3.0]octane-7-carboxylate (Example H d)) are hydrogenated in 200 ml of ethanol on 3 g of Pd-on-active charcoal (10% of Pd) at 50° C. under 50 bar. The catalyst is filtered off, the filtrate is concentrated and the residue is distilled. Starting materials: C(C)OC(NN1C=CC2=CC=CC=C12)=O (N-(1H-indol-1-yl) carbamic acid ethyl ester), CC(C)([O-])C.[K+] (potassium t-butoxide), O (water), BrCCC (1-bromopropane). The solvent is O1CCCC1 (tetrahydrofuran). Conditions: temperature 5 celsius, time 1 hour. Product: C(C)OC(N(CCC)N1C=CC2=CC=CC=C12)=O (N-(1H-indol-1-yl)-N-propylcarbamic acid ethyl ester). Reaction SMILES: [CH2:1]([O:3][C:4](=[O:15])[NH:5][N:6]1[C:14]2[C:9](=[CH:10][CH:11]=[CH:12][CH:13]=2)[CH:8]=[CH:7]1)[CH3:2].[CH3:16][C:17](C)([O-])[CH3:18].[K+].BrCCC.O>O1CCCC1>[CH2:1]([O:3][C:4](=[O:15])[N:5]([N:6]1[C:14]2[C:9](=[CH:10][CH:11]=[CH:12][CH:13]=2)[CH:8]=[CH:7]1)[CH2:16][CH2:17][CH3:18])[CH3:2] |f:1.2|. Procedure details: To a suspension of NaHCO3 (50 g, 0.7 mole) in 100 ml dichloromethane (DCM) was added a solution of 1H-indol-1-amine (36 g, 0.27 mole) in 200 ml DCM. After cooling to 0° C. with an ice bath, a solution of ethyl chloroformate (29 ml, 0.30 mole) in 50 ml DCM was added over a period of thirty minutes. After stirring at ambient temperature for three hours, the mixture was filtered, and the filtrate washed with water, then dried (saturated NaCl, anhydrous MgSO4). After filtering, the solvent was evapo... Starting materials: ClC1=C(C=C(C(=C1)[N+](=O)[O-])F)O (2-chloro-5-fluoro-4-nitrophenol), CC(C)O (propan-2-ol), C1(=CC=CC=C1)P(C1=NC=CC=C1)C1=CC=CC=C1 (diphenyl-2-pyridylphosphine), N(=NC(=O)OC(C)(C)C)C(=O)OC(C)(C)C (di-tert-butyl azodicarboxylate), Cl.C(C)OCC (HCl diethyl ether). The solvent is O1CCCC1 (tetrahydrofuran). Run at time 22 hour. Product: ClC=1C(=CC(=C(C1)[N+](=O)[O-])F)OC(C)C (5-Chloro-2-fluoro-4-[(1-methylethyl)oxy]-1-nitrobenzene). Isolated yield 43.7%. RXN SMILES: [Cl:1][C:2]1[CH:7]=[C:6]([N+:8]([O-:10])=[O:9])[C:5]([F:11])=[CH:4][C:3]=1[OH:12].[CH3:13][CH:14](O)[CH3:15].C1(P(C2C=CC=CC=2)C2C=CC=CN=2)C=CC=CC=1.N(C(OC(C)(C)C)=O)=NC(OC(C)(C)C)=O.Cl.C(OCC)C>O1CCCC1>[Cl:1][C:2]1[C:3]([O:12][CH:14]([CH3:15])[CH3:13])=[CH:4][C:5]([F:11])=[C:6]([N+:8]([O-:10])=[O:9])[CH:7]=1 |f:4.5|. Procedure: A mixture of 2-chloro-5-fluoro-4-nitrophenol (287 mg, 1.5 mmol), propan-2-ol (90 mg, 1.5 mmol), diphenyl-2-pyridylphosphine (592 mg, 2.25 mmol) and di-tert-butyl azodicarboxylate (518 mg, 2.25 mmol) in tetrahydrofuran (10 ml) was stirred at room temperature under argon for 22 hrs. The mixture was treated with 1M HCl/diethyl ether (10 ml) and stirred at room temperature for 1 hr, then concentrated under vacuum and the residue dissolved in diethyl ether (10 ml), treated with 5M HCl acid (10 ml) an...